Dataset: the Open Reaction Database (ORD), a public repository of structured organic reaction records. Task: describe an organic reaction: reactants, conditions, products, and yield Starting materials: CC1CCC(C)N1, CCN(CC)C(=O)c1ccc(-c2ccc(OCCCCl)cc2)cc1, Cl. Product: CCN(CC)C(=O)c1ccc(-c2ccc(OCCCN3C(C)CCC3C)cc2)cc1. Reaction SMILES: [CH3:26][CH:27]1[NH:28][CH:29]([CH3:32])[CH2:30][CH2:31]1.[Cl:1][CH2:2][CH2:3][CH2:4][O:5][c:6]1[cH:7][cH:8][c:9](-[c:12]2[cH:13][cH:14][c:15]([C:18](=[O:19])[N:20]([CH2:21][CH3:22])[CH2:23][CH3:24])[cH:16][cH:17]2)[cH:10][cH:11]1.[ClH:25]>>[CH2:2]([CH2:3][CH2:4][O:5][c:6]1[cH:7][cH:8][c:9](-[c:12]2[cH:13][cH:14][c:15]([C:18](=[O:19])[N:20]([CH2:21][CH3:22])[CH2:23][CH3:24])[cH:16][cH:17]2)[cH:10][cH:11]1)[N:28]1[CH:27]([CH3:26])[CH2:31][CH2:30][CH:29]1[CH3:32]. Reactants: CC=1C=C(C=C(C1O)C)C(C)(C)C1=CC(=C(C(=C1)C)O)C (2,2-bis-(3,5-dimethyl-4-hydroxyphenyl)-propane), N#CCl (cyanogen chloride), C(=O)([O-])[O-].[Na+].[Na+] (Na2CO3). The solvent is O (water), O (water). Run at temperature 0 celsius. Yields the product CC=1C=C(C=C(C1O)C)C(C)(C)C1=CC(=C(C(=C1)C)OC#N)C (2-(3,5-dimethyl-4-hydroxyphenyl)-2-(3,5-dimethyl-4-cyanatophenyl)-propane). Yield: 99.5%. RXN SMILES: [CH3:1][C:2]1[CH:3]=[C:4]([C:10]([C:13]2[CH:18]=[C:17]([CH3:19])[C:16]([OH:20])=[C:15]([CH3:21])[CH:14]=2)([CH3:12])[CH3:11])[CH:5]=[C:6]([CH3:9])[C:7]=1[OH:8].[N:22]#[C:23]Cl.C([O-])([O-])=O.[Na+].[Na+]>O>[CH3:21][C:15]1[CH:14]=[C:13]([C:10]([C:4]2[CH:3]=[C:2]([CH3:1])[C:7]([O:8][C:23]#[N:22])=[C:6]([CH3:9])[CH:5]=2)([CH3:12])[CH3:11])[CH:18]=[C:17]([CH3:19])[C:16]=1[OH:20] |f:2.3.4|. Reported procedure: 28.4 g (0.1 mol) of 2,2-bis-(3,5-dimethyl-4-hydroxyphenyl)-propane are suspended in 500 ml of water and 300 ml of dichloromethine. After cooling to 0° C, 15 ml (0.3 mol) of cyanogen chloride are added. 10.6 g (0.1 mol) of Na2CO3, dissolved in 50 ml of water, are then added dropwise over the course of 2 hours, with vigorous stirring, in such a way that a pH value of between 7.5 and 8.5 is maintained constantly in the reaction mixture. At the same time, the reaction temperature is kept at about 0°... The reactants are Cl.C(C)N=C=NCCCN(C)C (1-ethyl-3-(3-dimethylaminopropyl)carbodiimide hydrochloride), Cl (Hydrochloric acid), C1(CCCCC1)C(C1=C(SC(=C1)C1=CC=C(C=C1)C(F)(F)F)C)NC1=CC=C(C(=O)O)C=C1 (4-[(cyclohexyl{2-methyl-5-[4-(trifluoromethyl)phenyl]thiophen-3-yl}methyl)amino]benzoic acid), Cl.NCCC(=O)OCC (ethyl β-alaninate hydrochloride), O.ON1N=NC2=C1C=CC=C2 (1-hydroxybenzotriazole monohydrate), [OH-].[Na+] (sodium hydroxide). Solvent: CN(C=O)C (N,N-dimethylformamide), C(C)N(CC)CC (triethylamine), C(C)O (ethanol), O1CCCC1 (tetrahydrofuran). Reaction conditions: time 5 hour. Yields the product C1(CCCCC1)C(C1=C(SC(=C1)C1=CC=C(C=C1)C(F)(F)F)C)NC1=CC=C(C=C1)C(=O)NCCC(=O)O (3-[({4-[(cyclohexyl{2-methyl-5-[4-(trifluoromethyl)phenyl]thiophen-3-yl}methyl)amino]phenyl}carbonyl)amino]propanoic acid). Isolated yield 61.4%. As a reaction SMILES: [CH:1]1([CH:7]([NH:24][C:25]2[CH:33]=[CH:32][C:28]([C:29](O)=[O:30])=[CH:27][CH:26]=2)[C:8]2[CH:12]=[C:11]([C:13]3[CH:18]=[CH:17][C:16]([C:19]([F:22])([F:21])[F:20])=[CH:15][CH:14]=3)[S:10][C:9]=2[CH3:23])[CH2:6][CH2:5][CH2:4][CH2:3][CH2:2]1.Cl.[NH2:35][CH2:36][CH2:37][C:38]([O:40]CC)=[O:39].O.ON1C2C=CC=CC=2N=N1.Cl.C(N=C=NCCCN(C)C)C.Cl.[OH-].[Na+]>CN(C)C=O.C(O)C.O1CCCC1.C(N(CC)CC)C>[CH:1]1([CH:7]([NH:24][C:25]2[CH:26]=[CH:27][C:28]([C:29]([NH:35][CH2:36][CH2:37][C:38]([OH:40])=[O:39])=[O:30])=[CH:32][CH:33]=2)[C:8]2[CH:12]=[C:11]([C:13]3[CH:18]=[CH:17][C:16]([C:19]([F:22])([F:20])[F:21])=[CH:15][CH:14]=3)[S:10][C:9]=2[CH3:23])[CH2:6][CH2:5][CH2:4][CH2:3][CH2:2]1 |f:1.2,3.4,5.6,8.9|. Procedure details: To a mixture of 4-[(cyclohexyl{2-methyl-5-[4-(trifluoromethyl)phenyl]thiophen-3-yl}methyl)amino]benzoic acid (300 mg) synthesized in Example 280-(4), ethyl β-alaninate hydrochloride (117 mg), 1-hydroxybenzotriazole monohydrate (117 mg) and triethylamine (106 μL) in N,N-dimethylformamide (10 mL) was added 1-ethyl-3-(3-dimethylaminopropyl)carbodiimide hydrochloride (146 mg), and the mixture was stirred at room temperature for 5 hr. 1N Hydrochloric acid was added to quench the reaction, and the mix... Reactants: O=C([O-])O, CSc1ccc(C2=C(c3cccc(F)c3)C(=O)C(C)(C)O2)cc1F, O=C(OO)c1cccc(Cl)c1, ClCCl, [Na+]. Product: CS(=O)c1ccc(C2=C(c3cccc(F)c3)C(=O)C(C)(C)O2)cc1F. Reaction SMILES: [C:36](=[O:37])([OH:38])[O-:39].[CH3:1][C:2]1([CH3:24])[O:3][C:4]([c:15]2[cH:16][c:17]([F:23])[c:18]([S:21][CH3:22])[cH:19][cH:20]2)=[C:5]([c:8]2[cH:9][c:10]([F:14])[cH:11][cH:12][cH:13]2)[C:6]1=[O:7].[Cl:25][c:26]1[cH:27][c:28]([C:33](=[O:30])[O:34][OH:35])[cH:29][cH:31][cH:32]1.[Cl:41][CH2:42][Cl:43].[Na+:40]>>[CH3:1][C:2]1([CH3:24])[O:3][C:4]([c:15]2[cH:16][c:17]([F:23])[c:18]([S:21]([CH3:22])=[O:30])[cH:19][cH:20]2)=[C:5]([c:8]2[cH:9][c:10]([F:14])[cH:11][cH:12][cH:13]2)[C:6]1=[O:7].